From a dataset of the Open Reaction Database (ORD), a public repository of structured organic reaction records. describe an organic reaction: reactants, conditions, products, and yield Starting materials: [Si](C)(C)(C(C)(C)C)Cl (Tert-butyldimethylsilyl chloride), OC(CN1C=C2N(C(N(C(C2=C1C1=CC(=CC=C1)F)=O)C)=O)C)CO (6-(2,3-dihydroxypropyl)-5-(3-fluorophenyl)-1,3-dimethyl-1H-pyrrolo[3,4-d]pyrimidine-2,4(3H,6H)-dione), N1C=NC=C1 (imidazole). The reagents and catalysts are CN(C)C=1C=CN=CC1 (DMAP). The solvent is CN(C)C=O (DMF), C(CC(O)(C(=O)O)CC(=O)O)(=O)O (citric acid). Run at time 3 hour. Yields the product [Si](C)(C)(C(C)(C)C)OCC(CN1C=C2N(C(N(C(C2=C1C1=CC(=CC=C1)F)=O)C)=O)C)O (6-(3-((tert-Butyldimethylsilyl)oxy)-2-hydroxypropyl)-5-(3-fluorophenyl)-1,3-dimethyl-1H-pyrrolo[3,4-d]pyrimidine-2,4(3H,6H)-dione). RXN SMILES: [Si:1](Cl)([C:4]([CH3:7])([CH3:6])[CH3:5])([CH3:3])[CH3:2].[OH:9][CH:10]([CH2:32][OH:33])[CH2:11][N:12]1[C:20]([C:21]2[CH:26]=[CH:25][CH:24]=[C:23]([F:27])[CH:22]=2)=[C:19]2[C:14]([N:15]([CH3:31])[C:16](=[O:30])[N:17]([CH3:29])[C:18]2=[O:28])=[CH:13]1.N1C=CN=C1>CN(C1C=CN=CC=1)C.CN(C=O)C.C(O)(=O)CC(CC(O)=O)(C(O)=O)O>[Si:1]([O:33][CH2:32][CH:10]([OH:9])[CH2:11][N:12]1[C:20]([C:21]2[CH:26]=[CH:25][CH:24]=[C:23]([F:27])[CH:22]=2)=[C:19]2[C:14]([N:15]([CH3:31])[C:16](=[O:30])[N:17]([CH3:29])[C:18]2=[O:28])=[CH:13]1)([C:4]([CH3:7])([CH3:6])[CH3:5])([CH3:3])[CH3:2]. Reported procedure: Tert-butyldimethylsilyl chloride (0.695 g, 4.61 mmol) was added to a solution of 6-(2,3-dihydroxypropyl)-5-(3-fluorophenyl)-1,3-dimethyl-1H-pyrrolo[3,4-d]pyrimidine-2,4(3H,6H)-dione (1.82 g, 4.19 mmol), imidazole (0.571 g, 8.38 mmol) and DMAP (0.512 g, 4.19 mmol) in DMF (13.97 mL). The mixture was stirred at room temperature for 3 hours, then diluted with 10% aqueous citric acid solution (15 mL) and extracted with DCM (3×30 mL). The combined organic extracts were dried over magnesium sulfate and... Starting materials: FC=1C=C(C=CC1)C=1C=CC(=NC1)/C=C/C=O ((E)-3-[5-(3-fluorophenyl)pyridin-2-yl]propenal), C(C)(C)C1CC(CC(C1)=O)=O (5-isopropylcyclohexane-1,3-dione), NC1=CC=NN1.C1CC1CC(=O)N (5-amino-1H-pyrazole 3-cyclo-propylmethylcarboxamide). Product: FC=1C=C(C=CC1)C=1C=CC(=NC1)/C=C/C1C2=C(NC=3CC(CC(C13)=O)C(C)C)NN=C2.C1CC1CC(=O)N (4-{(E)-2-[5-(3-Fluorophenyl)pyridin-2-yl]vinyl}-7-isopropyl-5-oxo-4,5,6,7,8,9-hexahydro-1H-pyrazolo[3,4-b]quinoline 3-cyclopropylmethylcarboxamide). Reaction SMILES: [F:1][C:2]1[CH:3]=[C:4]([C:8]2[CH:9]=[CH:10][C:11](/[CH:14]=[CH:15]/[CH:16]=O)=[N:12][CH:13]=2)[CH:5]=[CH:6][CH:7]=1.[CH:18]([CH:21]1[CH2:26][C:25](=O)[CH2:24][C:23](=[O:28])[CH2:22]1)([CH3:20])[CH3:19].[NH2:29][C:30]1[NH:34][N:33]=[CH:32][CH:31]=1.[CH2:35]1[CH:37]([CH2:38][C:39]([NH2:41])=[O:40])[CH2:36]1>>[F:1][C:2]1[CH:3]=[C:4]([C:8]2[CH:9]=[CH:10][C:11](/[CH:14]=[CH:15]/[CH:16]3[C:24]4[C:23](=[O:28])[CH2:22][CH:21]([CH:18]([CH3:19])[CH3:20])[CH2:26][C:25]=4[NH:29][C:30]4[NH:34][N:33]=[CH:32][C:31]3=4)=[N:12][CH:13]=2)[CH:5]=[CH:6][CH:7]=1.[CH2:36]1[CH:37]([CH2:38][C:39]([NH2:41])=[O:40])[CH2:35]1 |f:2.3,4.5|. Reported procedure: The title compound is prepared as a mixture of diastereomers according to procedure A from 50 mg of (E)-3-[5-(3-fluorophenyl)pyridin-2-yl]propenal, 34 mg of 5-isopropylcyclohexane-1,3-dione and 40 mg of 5-amino-1H-pyrazole-3-cyclo-propylmethylcarboxamide. Reactants: acetal, O1C(OCC1)C1=NC(=CC=C1)C1=NNC=C1 (2-[1,3]dioxolan-2-yl-6-(1H-pyrazol-3-yl)pyridine). Yields the product N1N=C(C=C1)C1=CC=CC(=N1)C=O (6-(1H-pyrazol-3-yl)pyridine-2-carbaldehyde). Procedure details: The deprotection of the acetal function of 2-[1,3]dioxolan-2-yl-6-(1H-pyrazol-3-yl)pyridine is carried out on 0.65 g of product (2.99 mmol) according to a protocol similar to that used in stage 5 of Example 7. The title compound is isolated by chromatography on a silica column (eluent: chloroform/methanol; 98:2). 0.31 g of a white foam is obtained. RXN SMILES: [O:1]1CCO[CH:2]1[C:6]1[CH:11]=[CH:10][CH:9]=[C:8]([C:12]2[CH:16]=[CH:15][NH:14][N:13]=2)[N:7]=1>C(Cl)(Cl)Cl.CO>[NH:14]1[CH:15]=[CH:16][C:12]([C:8]2[N:7]=[C:6]([CH:2]=[O:1])[CH:11]=[CH:10][CH:9]=2)=[N:13]1 |f:1.2|. Run in C(Cl)(Cl)Cl.CO (chloroform methanol). Reactants: CC#N, Cl, COC(=O)CC(c1ccccc1)n1cnc2ccc(NC(=O)Nc3ccccc3)cc21. The product is O=C(O)CC(c1ccccc1)n1cnc2ccc(NC(=O)Nc3ccccc3)cc21. As a reaction SMILES: [CH3:32][C:33]#[N:34].[ClH:35].[NH:1]([c:2]1[cH:3][cH:4][cH:5][cH:6][cH:7]1)[C:8](=[O:9])[NH:10][c:11]1[cH:12][cH:13][c:14]2[c:15]([n:16]([CH:19]([CH2:20][C:21](=[O:22])[O:23][CH3:24])[c:25]3[cH:26][cH:27][cH:28][cH:29][cH:30]3)[cH:17][n:18]2)[cH:31]1>>[NH:1]([c:2]1[cH:3][cH:4][cH:5][cH:6][cH:7]1)[C:8](=[O:9])[NH:10][c:11]1[cH:12][cH:13][c:14]2[c:15]([n:16]([CH:19]([CH2:20][C:21](=[O:22])[OH:23])[c:25]3[cH:26][cH:27][cH:28][cH:29][cH:30]3)[cH:17][n:18]2)[cH:31]1. Reactants: CC1CNC(=O)O1, Cc1cc(C)c(N2CCN(C(=O)c3ccc(I)cc3)CC2)nc1C. Yields the product Cc1cc(C)c(N2CCN(C(=O)c3ccc(N4CC(C)OC4=O)cc3)CC2)nc1C. As a reaction SMILES: [CH3:25][CH:26]1[CH2:27][NH:28][C:29](=[O:31])[O:30]1.[I:1][c:2]1[cH:3][cH:4][c:5]([C:8](=[O:9])[N:10]2[CH2:11][CH2:12][N:13]([c:16]3[n:17][c:18]([CH3:24])[c:19]([CH3:23])[cH:20][c:21]3[CH3:22])[CH2:14][CH2:15]2)[cH:6][cH:7]1>>[c:2]1([N:28]2[CH2:27][CH:26]([CH3:25])[O:30][C:29]2=[O:31])[cH:3][cH:4][c:5]([C:8](=[O:9])[N:10]2[CH2:11][CH2:12][N:13]([c:16]3[n:17][c:18]([CH3:24])[c:19]([CH3:23])[cH:20][c:21]3[CH3:22])[CH2:14][CH2:15]2)[cH:6][cH:7]1.